From a dataset of the Open Reaction Database (ORD), a public repository of structured organic reaction records. describe an organic reaction: reactants, conditions, products, and yield Starting materials: Cc1ccccc1, C#CCCCCCC, O=[PH](c1ccccc1)c1ccccc1. Yields the product CCCCCCC=CP(=O)(c1ccccc1)c1ccccc1. As a reaction SMILES: [CH3:23][c:24]1[cH:25][cH:26][cH:27][cH:28][cH:29]1.[CH:15]#[C:16][CH2:17][CH2:18][CH2:19][CH2:20][CH2:21][CH3:22].[c:1]1([PH:7]([c:8]2[cH:9][cH:10][cH:11][cH:12][cH:13]2)=[O:14])[cH:2][cH:3][cH:4][cH:5][cH:6]1>>[c:1]1([P:7]([c:8]2[cH:9][cH:10][cH:11][cH:12][cH:13]2)(=[O:14])[CH:15]=[CH:16][CH2:17][CH2:18][CH2:19][CH2:20][CH2:21][CH3:22])[cH:2][cH:3][cH:4][cH:5][cH:6]1. RXN SMILES: [CH3:1][S:2](=[O:3])[c:4]1[n:5][n:6]2[c:7]([cH:8][n:9]1)[cH:10][cH:11][c:12]2-[c:13]1[c:14]([O:19][CH3:20])[cH:15][cH:16][cH:17][cH:18]1.[CH3:30][N:31]1[CH2:32][CH2:33][N:34]([c:37]2[cH:38][c:39]([NH2:40])[cH:41][cH:42][cH:43]2)[CH2:35][CH2:36]1.[CH3:44][O:45][CH2:46][CH2:47][OH:48].[CH:21]([N:22]([CH2:23][CH3:24])[CH:25]([CH3:26])[CH3:27])([CH3:28])[CH3:29]>>[c:4]1([NH:40][c:39]2[cH:38][c:37]([N:34]3[CH2:33][CH2:32][N:31]([CH3:30])[CH2:36][CH2:35]3)[cH:43][cH:42][cH:41]2)[n:5][n:6]2[c:7]([cH:8][n:9]1)[cH:10][cH:11][c:12]2-[c:13]1[c:14]([O:19][CH3:20])[cH:15][cH:16][cH:17][cH:18]1. Product: COc1ccccc1-c1ccc2cnc(Nc3cccc(N4CCN(C)CC4)c3)nn12. The reactants are COc1ccccc1-c1ccc2cnc(S(C)=O)nn12, CN1CCN(c2cccc(N)c2)CC1, COCCO, CCN(C(C)C)C(C)C. The reactants are O=C(Cl)c1ccccc1, COC(=O)N1CC(c2c[nH]c3cc(F)ccc23)C2C1CCN2C(=O)C(NC(=O)OC(C)(C)C)C1CCCCC1, ClCCl. The product is CC(C)(C)OC(=O)NC(C(=O)N1CCC2C1C(c1c[nH]c3cc(F)ccc13)CN2C(=O)c1ccccc1)C1CCCCC1. RXN SMILES: [C:40]([c:41]1[cH:42][cH:43][cH:44][cH:45][cH:46]1)([Cl:47])=[O:48].[CH3:1][O:2][C:3](=[O:4])[N:5]1[CH:6]2[CH:7]([CH:8]([c:10]3[cH:11][nH:12][c:13]4[cH:14][c:15]([F:19])[cH:16][cH:17][c:18]34)[CH2:9]1)[N:20]([C:23]([CH:24]([CH:25]1[CH2:26][CH2:27][CH2:28][CH2:29][CH2:30]1)[NH:31][C:32](=[O:33])[O:34][C:35]([CH3:36])([CH3:37])[CH3:38])=[O:39])[CH2:21][CH2:22]2.[Cl:49][CH2:50][Cl:51]>>[O:2]=[C:3]([N:5]1[CH:6]2[CH:7]([CH:8]([c:10]3[cH:11][nH:12][c:13]4[cH:14][c:15]([F:19])[cH:16][cH:17][c:18]34)[CH2:9]1)[N:20]([C:23]([CH:24]([CH:25]1[CH2:26][CH2:27][CH2:28][CH2:29][CH2:30]1)[NH:31][C:32](=[O:33])[O:34][C:35]([CH3:36])([CH3:37])[CH3:38])=[O:39])[CH2:21][CH2:22]2)[c:41]1[cH:42][cH:43][cH:44][cH:45][cH:46]1.